The task is: describe an organic reaction: reactants, conditions, products, and yield. This data is from the Open Reaction Database (ORD), a public repository of structured organic reaction records. The reactants are C(C)(=O)[O-].[NH4+] (ammonium acetate), C(#N)[BH3-].[Na+] (sodium cyanoborohydride), O=C1CCN(C2=CC=C(C=C12)C(F)(F)F)C(=O)OC(C)(C)C (tert-Butyl 4-oxo-6-(trifluoromethyl)-3,4-dihydroquinoline-1(2H)-carboxylate). Run in C(C)O (ethanol). Yields the product NC1CCN(C2=CC=C(C=C12)C(F)(F)F)C(=O)OC(C)(C)C (rac-tert-Butyl 4-amino-6-(trifluoromethyl)-3,4-dihydroquinoline-1(2H)-carboxylate). Reaction SMILES: O=[C:2]1[C:11]2[C:6](=[CH:7][CH:8]=[C:9]([C:12]([F:15])([F:14])[F:13])[CH:10]=2)[N:5]([C:16]([O:18][C:19]([CH3:22])([CH3:21])[CH3:20])=[O:17])[CH2:4][CH2:3]1.C([O-])(=O)C.[NH4+].C([BH3-])#[N:29].[Na+]>C(O)C>[NH2:29][CH:2]1[C:11]2[C:6](=[CH:7][CH:8]=[C:9]([C:12]([F:15])([F:14])[F:13])[CH:10]=2)[N:5]([C:16]([O:18][C:19]([CH3:22])([CH3:21])[CH3:20])=[O:17])[CH2:4][CH2:3]1 |f:1.2,3.4|. Reported procedure: 1.3 g of tert-butyl 4-oxo-6-(trifluoromethyl)-3,4-dihydroquinoline-1(2H)-carboxylate (Example 159A, 4 mmol, 1 equivalent) were initially charged in 12.6 ml of ethanol, and 4.6 g of ammonium acetate (59.5 mmol, 15 equivalents) and 0.3 g of sodium cyanoborohydride (4.8 mmol, 1.2 equivalents) were added. The reaction mixture was divided and each portion was irradiated in a microwave oven at 130° C. for 1 min. The mixture was then concentrated and the residue was taken up in ethyl acetate and washed... Starting materials: C1CCOC1, COCCCn1nnnc1-c1cc(-c2cccc(C(=O)OC)c2)c(OCc2ccccc2)cc1OCc1ccccc1, Cl, [Li+], [OH-], O. Product: COCCCn1nnnc1-c1cc(-c2cccc(C(=O)O)c2)c(OCc2ccccc2)cc1OCc1ccccc1. RXN SMILES: [CH2:46]1[O:47][CH2:48][CH2:49][CH2:50]1.[CH3:1][O:2][C:3](=[O:4])[c:5]1[cH:6][c:7](-[c:11]2[c:12]([O:35][CH2:36][c:37]3[cH:38][cH:39][cH:40][cH:41][cH:42]3)[cH:13][c:14]([O:27][CH2:28][c:29]3[cH:30][cH:31][cH:32][cH:33][cH:34]3)[c:15](-[c:17]3[n:18][n:19][n:20][n:21]3[CH2:22][CH2:23][CH2:24][O:25][CH3:26])[cH:16]2)[cH:8][cH:9][cH:10]1.[ClH:45].[Li+:44].[OH-:43].[OH2:51]>>[O:2]=[C:3]([OH:4])[c:5]1[cH:6][c:7](-[c:11]2[c:12]([O:35][CH2:36][c:37]3[cH:38][cH:39][cH:40][cH:41][cH:42]3)[cH:13][c:14]([O:27][CH2:28][c:29]3[cH:30][cH:31][cH:32][cH:33][cH:34]3)[c:15](-[c:17]3[n:18][n:19][n:20][n:21]3[CH2:22][CH2:23][CH2:24][O:25][CH3:26])[cH:16]2)[cH:8][cH:9][cH:10]1.